The task is: describe an organic reaction: reactants, conditions, products, and yield. This data is from the Open Reaction Database (ORD), a public repository of structured organic reaction records. Starting materials: ClC1=CC=C(C(N)=NO)C=C1 (4-chlorobenzamidoxime), BrC1=C(OC=C1)C(=O)Cl (3-bromo-furan-2-carbonyl chloride). Yields the product BrC1=C(OC=C1)C1=NC(=NO1)C1=CC=C(C=C1)Cl (5-(3-Bromo-furan-2-yl)-3-(4-chloro-phenyl)-[1,2,4]-oxadiazole), white solid. Yield: 81.0%. As a reaction SMILES: [Cl:1][C:2]1[CH:11]=[CH:10][C:5]([C:6](=[N:8][OH:9])[NH2:7])=[CH:4][CH:3]=1.[Br:12][C:13]1[CH:17]=[CH:16][O:15][C:14]=1[C:18](Cl)=O>>[Br:12][C:13]1[CH:17]=[CH:16][O:15][C:14]=1[C:18]1[O:9][N:8]=[C:6]([C:5]2[CH:10]=[CH:11][C:2]([Cl:1])=[CH:3][CH:4]=2)[N:7]=1. Reported procedure: The title compound was prepared from 4-chlorobenzamidoxime (479 mg, 2.29 mmol) and 3-bromo-furan-2-carbonyl chloride (390 mg, 2.29 mmol) similar to Example 16, and yielded 570 mg (81%) of white solid. 1H NMR (CDCl3): 8.13 (dd, J=8.80, 2.20 Hz, 2H), 7.67 (d, J=1.92 Hz, 1H), 7.49 (dd, J=8.79, 2.20 Hz, 2H), 6.75 (d, J=1.92 Hz, 1H).